Task: describe an organic reaction: reactants, conditions, products, and yield. Dataset: the Open Reaction Database (ORD), a public repository of structured organic reaction records The reactants are C(=O)([O-])[O-].[Na+].[Na+] (Na2CO3), CC1(OB(OC1(C)C)C=1C=NNC1)C (4-(4,4,5,5-tetramethyl-1,3,2-dioxaborolan-2-yl)-1H-pyrazole), Compound 178, BrC1=CN=C(C=2N1C=CN2)NC2=CC=C(C=C2)OCCN2CCOCC2 ((5-bromo-imidazo[1,2-a]pyrazin-8-yl)-[4-(2-morpholin-4-yl-ethoxy)-phenyl]-amine). The reagents and catalysts are C=1C=CC(=CC1)[P](C=2C=CC=CC2)(C=3C=CC=CC3)[Pd]([P](C=4C=CC=CC4)(C=5C=CC=CC5)C=6C=CC=CC6)([P](C=7C=CC=CC7)(C=8C=CC=CC8)C=9C=CC=CC9)[P](C=1C=CC=CC1)(C=1C=CC=CC1)C=1C=CC=CC1 (Pd(PPh3)4). Run in O1CCOCC1 (dioxane). The product is N1(CCOCC1)CCOC1=CC=C(C=C1)NC=1C=2N(C(=CN1)C=1C=NNC1)C=CN2 ([4-(2-Morpholin-4-yl-ethoxy)-phenyl]-[5-(1H-pyrazol-4-yl)-imidazo[1,2-a]pyrazin-8-yl]amine), base. Yield: 65.0%. Reaction SMILES: Br[C:2]1[N:7]2[CH:8]=[CH:9][N:10]=[C:6]2[C:5]([NH:11][C:12]2[CH:17]=[CH:16][C:15]([O:18][CH2:19][CH2:20][N:21]3[CH2:26][CH2:25][O:24][CH2:23][CH2:22]3)=[CH:14][CH:13]=2)=[N:4][CH:3]=1.CC1(C)C(C)(C)OB([C:35]2[CH:36]=[N:37][NH:38][CH:39]=2)O1.C([O-])([O-])=O.[Na+].[Na+]>O1CCOCC1.C1C=CC([P]([Pd]([P](C2C=CC=CC=2)(C2C=CC=CC=2)C2C=CC=CC=2)([P](C2C=CC=CC=2)(C2C=CC=CC=2)C2C=CC=CC=2)[P](C2C=CC=CC=2)(C2C=CC=CC=2)C2C=CC=CC=2)(C2C=CC=CC=2)C2C=CC=CC=2)=CC=1>[N:21]1([CH2:20][CH2:19][O:18][C:15]2[CH:16]=[CH:17][C:12]([NH:11][C:5]3[C:6]4[N:7]([CH:8]=[CH:9][N:10]=4)[C:2]([C:35]4[CH:36]=[N:37][NH:38][CH:39]=4)=[CH:3][N:4]=3)=[CH:13][CH:14]=2)[CH2:26][CH2:25][O:24][CH2:23][CH2:22]1 |f:2.3.4,^1:56,58,77,96|. Procedure details: In the same way as described for Compound 178, step 4 using (5-bromo-imidazo[1,2-a]pyrazin-8-yl)-[4-(2-morpholin-4-yl-ethoxy)-phenyl]-amine (113 mg, 0.27 mmol), 4-(4,4,5,5-tetramethyl-1,3,2-dioxaborolan-2-yl)-1H-pyrazole (105 mg, 0.541 mmol), 1.5M Na2CO3 (1.44 mL, 2.14 mmol), and Pd(PPh3)4 (0.78 g, 0.67 mmol) in dioxane (4.3 mL). Purification by silica gel column chromatography eluting with 96:4 DCM:NH3 (7M in MeOH) followed by trituration with diethyl ether, affords the title compound as a free...